describe an organic reaction: reactants, conditions, products, and yield From a dataset of the Open Reaction Database (ORD), a public repository of structured organic reaction records. Starting materials: Cl.ClC1=CC(=C(C=C1)C=1C=C(C(=O)OC)C=CN1)F (Methyl 2-(4-chloro-2-fluorophenyl)isonicotinate hydrochloride). The reagents and catalysts are [Pt](=O)=O (platinum(IV) oxide). The solvent is CO (MeOH). Run at time 1 hour. Yields the product Cl.ClC1=CC(=C(C=C1)C1NCCC(C1)C(=O)OC)F (methyl 2-(4-chloro-2-fluorophenyl)piperidine-4-carboxylate hydrochloride). Isolated yield 201.2%. RXN SMILES: Cl.[Cl:2][C:3]1[CH:8]=[CH:7][C:6]([C:9]2[CH:10]=[C:11]([CH:16]=[CH:17][N:18]=2)[C:12]([O:14][CH3:15])=[O:13])=[C:5]([F:19])[CH:4]=1>CO.[Pt](=O)=O>[ClH:2].[Cl:2][C:3]1[CH:8]=[CH:7][C:6]([CH:9]2[CH2:10][CH:11]([C:12]([O:14][CH3:15])=[O:13])[CH2:16][CH2:17][NH:18]2)=[C:5]([F:19])[CH:4]=1 |f:0.1,4.5|. Procedure: Methyl 2-(4-chloro-2-fluorophenyl)isonicotinate hydrochloride (7.26 g, 24.03 mmol) was dissolved in MeOH (100 mL) and platinum(IV) oxide (0.546 g, 2.40 mmol) added. The resulting mixture was hydrogenated in a Büchi hydrogenator at room temperature and 5 bar for 1 h. The catalyst was filtered off and washed with MeOH and the eluate evaporated yielding methyl 2-(4-chloro-2-fluorophenyl)piperidine-4-carboxylate hydrochloride (7.45 g, quant.) as a brown solid. MS m/z 272 (M+H)+ The reactants are [Al], CC(C)(C)C(=O)c1nc(Cl)c2cc[nH]c2n1, C1CCOC1, O=C1CCC(=O)N1I. The product is CC(C)(C)C(=O)c1nc(Cl)c2c(I)c[nH]c2n1. RXN SMILES: [Al:1].[C:2]([C:3]([CH3:4])([CH3:5])[CH3:6])(=[O:7])[c:8]1[n:9][c:10]([Cl:17])[c:11]2[c:12]([n:13]1)[nH:14][cH:15][cH:16]2.[CH2:26]1[O:27][CH2:28][CH2:29][CH2:30]1.[I:18][N:19]1[C:20](=[O:21])[CH2:22][CH2:23][C:24]1=[O:25]>>[C:2]([C:3]([CH3:4])([CH3:5])[CH3:6])(=[O:7])[c:8]1[n:9][c:10]([Cl:17])[c:11]2[c:12]([n:13]1)[nH:14][cH:15][c:16]2[I:18].